This data is from the Open Reaction Database (ORD), a public repository of structured organic reaction records. The task is: describe an organic reaction: reactants, conditions, products, and yield Reactants: C(C1=CC=CC=C1)N1C[C@@H]([C@@H](CC1)C)N1C=CC(C2=CN=C3C(=C12)C=CN3)=O (rac-1-[(3R,4R)-1-Benzyl-4-methylpiperidin-3-yl]-1H-pyrrolo[2,3-h][1,6]naphthyridin-4(7H)-one), Cl.CO (hydrogen chloride methanol). The reagents and catalysts are [C].[Pd] (palladium-carbon). The solvent is CO (methanol). Yields the product Cl.C[C@H]1[C@H](CNCC1)N1C=CC(C2=CN=C3C(=C12)C=CN3)=O (rac-1-[(3R,4R)-4-Methylpiperidin-3-yl]-1H-pyrrolo[2,3-h][1,6]naphthyridin-4(7H)-one hydrochloride). Reaction SMILES: C([N:8]1[CH2:13][CH2:12][C@@H:11]([CH3:14])[C@@H:10]([N:15]2[C:24]3[C:19](=[CH:20][N:21]=[C:22]4[NH:27][CH:26]=[CH:25][C:23]4=3)[C:18](=[O:28])[CH:17]=[CH:16]2)[CH2:9]1)C1C=CC=CC=1.[ClH:29].CO>CO.[C].[Pd]>[ClH:29].[CH3:14][C@@H:11]1[CH2:12][CH2:13][NH:8][CH2:9][C@@H:10]1[N:15]1[C:24]2[C:19](=[CH:20][N:21]=[C:22]3[NH:27][CH:26]=[CH:25][C:23]3=2)[C:18](=[O:28])[CH:17]=[CH:16]1 |f:1.2,4.5,6.7|. Procedure: rac-1-[(3R,4R)-1-Benzyl-4-methylpiperidin-3-yl]-1H-pyrrolo[2,3-h][1,6]naphthyridin-4(7H)-one (16 mg, 0.043 mmol) and 5% palladium-carbon (15 mg) in methanol (2 mL) was stirred with hydrogen chloride-methanol solution (10 wt %, 20 μL) at 40° C. for 2 hours under a hydrogen atmosphere. The reaction mixture was filtered, and the filtrate was concentrated under reduced pressure to give the title compound as a pale yellow solid (15 mg, quantitative yield). RXN SMILES: [F:1][C:2]1[C:13]([C:14]([F:17])([F:16])[F:15])=[CH:12][CH:11]=[CH:10][C:3]=1[C:4](N(OC)C)=[O:5].[CH3:18][O:19][C:20]1[CH:25]=[C:24]([O:26][CH3:27])[CH:23]=[CH:22][C:21]=1[Mg]Br>>[CH3:18][O:19][C:20]1[CH:25]=[C:24]([O:26][CH3:27])[CH:23]=[CH:22][C:21]=1[C:4]([C:3]1[CH:10]=[CH:11][CH:12]=[C:13]([C:14]([F:15])([F:16])[F:17])[C:2]=1[F:1])=[O:5]. Reactants: FC1=C(C(=O)N(C)OC)C=CC=C1C(F)(F)F (2-fluoro-3-trifluoromethyl-N-methoxy-N-methylbenzamide), COC1=C(C=CC(=C1)OC)[Mg]Br (2,4-dimethoxyphenylmagnesium bromide). Product: COC1=C(C=CC(=C1)OC)C(=O)C1=C(C(=CC=C1)C(F)(F)F)F ((2,4-dimethoxyphenyl)[2-fluoro-3-(trifluoromethyl)phenyl]methanone). Reported procedure: Prepared according to Method A step B from 2-fluoro-3-trifluoromethyl-N-methoxy-N-methylbenzamide (4.42 g, 17.6 mmol) and 2,4-dimethoxyphenylmagnesium bromide (32 mL, 0.5 M in THF) to give 1.67 g of the title compound as a white solid. Reactants: ClC1=NC=C(C=C1Cl)[N+](=O)[O-] (2,3-dichloro-5-nitropyridine). Reagents/catalysts: [Fe] (iron). Solvent: O (H2O), C(C)(=O)O (acetic acid). Product: NC=1C=C(C(=NC1)Cl)Cl (5-amino-2,3-dichloropyridine). The yield is 70.0%. As a reaction SMILES: [Cl:1][C:2]1[C:7]([Cl:8])=[CH:6][C:5]([N+:9]([O-])=O)=[CH:4][N:3]=1>O.C(O)(=O)C.[Fe]>[NH2:9][C:5]1[CH:6]=[C:7]([Cl:8])[C:2]([Cl:1])=[N:3][CH:4]=1. Reported procedure: The procedure of Koch and Schnatterer, Synthesis ,1990, 499-501 was followed. To 2-hydroxy-5-nitropyridine (70.0 g, 0.5 mol) in 12 N hydrochloric acid was added dropwise a solution of potassium chlorate (21.4 g, 0.18 mol) in H2O (300 mL) at a rate such that the temperature remained ≤60° C. The mixture was allowed to stir for a further 30 minutes at ca. 50° C., then allowed to cool to ambient temperature, then was further cooled in an ice bath. The yellow solid was collected by filtration, washed... The reactants are C(C)(C)[C@@H]1[C@@H](C(N1)=O)O[Si](CC)(CC)CC ((+)-cis-4-isopropyl-3-triethylsilyloxy-azetidin-2-one), C(C1=CC=CC=C1)(=O)Cl (benzoyl chloride), C(C)(C)N(CC)C(C)C (diisopropylethyl amine). The reagents and catalysts are CN(C1=CC=NC=C1)C (p-dimethylaminopyridine). Run in C(Cl)Cl (DCM). Conditions: temperature 0 celsius, time 6 hour. The product is C(C1=CC=CC=C1)(=O)N1C([C@H]([C@H]1C(C)C)O[Si](CC)(CC)CC)=O ((±)-cis-1-Benzoyl-4-isopropyl-3-triethylsilyloxy-azetidin-2-one). RXN SMILES: [CH:1]([C@H:4]1[NH:7][C:6](=[O:8])[C@H:5]1[O:9][Si:10]([CH2:15][CH3:16])([CH2:13][CH3:14])[CH2:11][CH3:12])([CH3:3])[CH3:2].[C:17](Cl)(=[O:24])[C:18]1[CH:23]=[CH:22][CH:21]=[CH:20][CH:19]=1.C(N(C(C)C)CC)(C)C>CN(C)C1C=CN=CC=1.C(Cl)Cl>[C:17]([N:7]1[C@H:4]([CH:1]([CH3:2])[CH3:3])[C@H:5]([O:9][Si:10]([CH2:15][CH3:16])([CH2:13][CH3:14])[CH2:11][CH3:12])[C:6]1=[O:8])(=[O:24])[C:18]1[CH:23]=[CH:22][CH:21]=[CH:20][CH:19]=1. Reported procedure: A solution of (+)-cis-4-isopropyl-3-triethylsilyloxy-azetidin-2-one (486 mg, 2.00 mmole), benzoyl chloride (0.255 mL, 1.1 equiv), diisopropylethyl amine (0.346 mL, 1.2 equiv) and p-dimethylaminopyridine (244 mg, 1 equiv) in dry DCM (6 mL) was left stirring at 0° C. for 6 hr. The bath was removed and the reaction was left stirring overnight. It was then diluted with DCM and washed with water, aq. HCl solution (0.1 N), saturated aq. NaHCO3 solution, brine and dried (Na2SO4). Removal of the solvent... Yields the product NCCCOc1cccc(CN2CCCCC2)c1. Reactants: CS(C)=O, NCCCCl, NCCCCl, Cl, Oc1cccc(CN2CCCCC2)c1, [Na+], [OH-], c1ccccc1. As a reaction SMILES: [CH3:34][S:35]([CH3:36])=[O:37].[Cl:23][CH2:24][CH2:25][CH2:26][NH2:27].[Cl:2][CH2:3][CH2:4][CH2:5][NH2:6].[ClH:1].[N:9]1([CH2:15][c:16]2[cH:17][c:18]([OH:22])[cH:19][cH:20][cH:21]2)[CH2:10][CH2:11][CH2:12][CH2:13][CH2:14]1.[Na+:8].[OH-:7].[cH:28]1[cH:29][cH:30][cH:31][cH:32][cH:33]1>>[CH2:3]([CH2:4][CH2:5][NH2:6])[O:22][c:18]1[cH:17][c:16]([CH2:15][N:9]2[CH2:10][CH2:11][CH2:12][CH2:13][CH2:14]2)[cH:21][cH:20][cH:19]1.